This data is from the Open Reaction Database (ORD), a public repository of structured organic reaction records. The task is: describe an organic reaction: reactants, conditions, products, and yield Reactants: C(C)(C)(C)OC(=O)NC(CCOC1=CC=C(C=C1)C(C(=O)O)=O)C(=O)OC (p-(3-tert-Butoxycarbonylamino-3-methoxycarbonylpropoxy)phenylglyoxylic acid), ClN1C(=O)N(C(=O)N(C1=O)Cl)Cl (1,3,5-trichloroisocyanuric acid). Solvent: C(Cl)(Cl)Cl (chloroform), CO (methanol). Conditions: time 18.7 hour. The product is C(C)(C)(C)OC(=O)NC(CCOC1=C(C=C(C=C1)C(C(=O)O)=O)Cl)C(=O)OC (p-(3-tert-butoxycarbonylamino-3-methoxycarbonylpropoxy)-3-chlorophenylglyoxylic acid). Isolated yield 118.0%. RXN SMILES: [C:1]([O:5][C:6]([NH:8][CH:9]([C:24]([O:26][CH3:27])=[O:25])[CH2:10][CH2:11][O:12][C:13]1[CH:18]=[CH:17][C:16]([C:19](=[O:23])[C:20]([OH:22])=[O:21])=[CH:15][CH:14]=1)=[O:7])([CH3:4])([CH3:3])[CH3:2].[Cl:28]N1C(=O)N(Cl)C(=O)N(Cl)C1=O>C(Cl)(Cl)Cl.CO>[C:1]([O:5][C:6]([NH:8][CH:9]([C:24]([O:26][CH3:27])=[O:25])[CH2:10][CH2:11][O:12][C:13]1[CH:14]=[CH:15][C:16]([C:19](=[O:23])[C:20]([OH:22])=[O:21])=[CH:17][C:18]=1[Cl:28])=[O:7])([CH3:3])([CH3:4])[CH3:2]. Reported procedure: DL-p-(3-tert-Butoxycarbonylamino-3-methoxycarbonylpropoxy)phenylglyoxylic acid (750 mg.) was dissolved in a mixture of chloroform (15 ml.) and methanol (10 ml.), and to the solution was added 1,3,5-trichloroisocyanuric acid (180 mg.) in the course of 5 minutes, whereafter the mixture was stirred at ambient temperature for 18.7 hours. The insoluble materials were filtered off from the reaction mixture and the filtrate was evaporated to dryness under reduced pressure. The resultant residue was dis... The reactants are NC1=NC(=C2NC=NC2=N1)Cl (2-amino-6-chloropurine), C([O-])([O-])=O.[K+].[K+] (potassium carbonate), O (water), NC1=NC(=C2N=CN(C2=N1)C1C(C1(C(=O)OCC)C(=O)OCC)(Cl)Cl)Cl (2-amino-6-chloro-9-(3,3-dicarboethoxy-2,2-dichlorocyclopropyl)purine). The solvent is CS(=O)C (dimethylsulfoxide). Product: ClC(C=C(C(=O)OCC)C(=O)OCC)(Cl)Cl (diethyl 2,2,2-trichloroethylidenemalonate), white crystals. Isolated yield 82.8%. As a reaction SMILES: NC1N=C2C(NC=N2)=C([Cl:11])N=1.C(=O)([O-])[O-].[K+].[K+].O.NC1N=C2C(N=CN2[CH:29]2[C:31]([C:37]([O:39][CH2:40][CH3:41])=[O:38])([C:32]([O:34][CH2:35][CH3:36])=[O:33])[C:30]2([Cl:43])[Cl:42])=C(Cl)N=1>CS(C)=O>[Cl:11][C:30]([Cl:42])([Cl:43])[CH:29]=[C:31]([C:32]([O:34][CH2:35][CH3:36])=[O:33])[C:37]([O:39][CH2:40][CH3:41])=[O:38] |f:1.2.3|. Procedure details: In a one-liter four-necked flask, 50.0 g (294.9 mmol) of 2-amino-6-chloropurine (manufactured by Sumika Fine Chemicals Co., Ltd.) and 88.2 g (648.0 mmol) of potassium carbonate were added to 650 ml of dimethylsulfoxide, and 26.1 g (1449.9 mmol) of water was then added to the resulting mixture. The resulting mixture was stirred at room temperature. Next, 127.4 g (440.0 mmol) of diethyl 2,2,2-trichloroethylidenemalonate, which was prepared by the process described in U.S. Pat. No. 3,495,012, was a... As a reaction SMILES: [C:1]([PH:2](=[O:3])[C:4]([CH3:5])([CH3:6])[CH3:7])([CH3:8])([CH3:9])[CH3:10].[CH3:28][NH:29][CH:30]=[O:31].[CH3:32][CH2:33][CH2:34][CH2:35][CH2:36][CH2:37][CH2:38][CH2:39][CH2:40][CH2:41][CH2:42][CH3:43].[CH3:44][CH2:45][O:46][C:47](=[O:48])[CH3:49].[CH3:52][c:53]1[cH:54][cH:55][cH:56][cH:57][cH:58]1.[Cu:50][I:51].[I:19][c:20]1[cH:21][c:22]([CH3:27])[cH:23][c:24]([CH3:26])[cH:25]1.[K+:16].[K+:17].[K+:18].[P:11]([O-:12])([O-:13])([O-:14])=[O:15]>>[c:20]1([N:29]([CH3:28])[CH:30]=[O:31])[cH:21][c:22]([CH3:27])[cH:23][c:24]([CH3:26])[cH:25]1. Yields the product Cc1cc(C)cc(N(C)C=O)c1. Reactants: CC(C)(C)[PH](=O)C(C)(C)C, CNC=O, CCCCCCCCCCCC, CCOC(C)=O, Cc1ccccc1, [Cu]I, Cc1cc(C)cc(I)c1, [K+], [K+], [K+], O=P([O-])([O-])[O-].